Dataset: the Open Reaction Database (ORD), a public repository of structured organic reaction records. Task: describe an organic reaction: reactants, conditions, products, and yield Starting materials: [OH-].[K+] (Potassium hydroxide), CS(=O)(=O)C=1C=C2C(=C(C(=NC2=CC1)C1=CC(=CC=C1)C(F)(F)F)CN1CCC(CC1)N1CCOCC1)C(=O)OC (methyl 6-(methylsulfonyl)-3-{[4-(4-morpholinyl)-1-piperidinyl]methyl}-2-[3-(trifluoromethyl)phenyl]-4-quinolinecarboxylate). Run in CO (methanol), O (water). The product is CS(=O)(=O)C=1C=C2C(=C(C(=NC2=CC1)C1=CC(=CC=C1)C(F)(F)F)CN1CCC(CC1)N1CCOCC1)C(=O)O (6-(methylsulfonyl)-3-{[4-(4-morpholinyl)-1-piperidinyl]methyl}-2-[3-(trifluoromethyl)phenyl]-4-quinolinecarboxylic acid). Isolated yield 93.2%. As a reaction SMILES: [OH-].[K+].[CH3:3][S:4]([C:7]1[CH:8]=[C:9]2[C:14](=[CH:15][CH:16]=1)[N:13]=[C:12]([C:17]1[CH:22]=[CH:21][CH:20]=[C:19]([C:23]([F:26])([F:25])[F:24])[CH:18]=1)[C:11]([CH2:27][N:28]1[CH2:33][CH2:32][CH:31]([N:34]3[CH2:39][CH2:38][O:37][CH2:36][CH2:35]3)[CH2:30][CH2:29]1)=[C:10]2[C:40]([O:42]C)=[O:41])(=[O:6])=[O:5]>CO.O>[CH3:3][S:4]([C:7]1[CH:8]=[C:9]2[C:14](=[CH:15][CH:16]=1)[N:13]=[C:12]([C:17]1[CH:22]=[CH:21][CH:20]=[C:19]([C:23]([F:26])([F:24])[F:25])[CH:18]=1)[C:11]([CH2:27][N:28]1[CH2:29][CH2:30][CH:31]([N:34]3[CH2:35][CH2:36][O:37][CH2:38][CH2:39]3)[CH2:32][CH2:33]1)=[C:10]2[C:40]([OH:42])=[O:41])(=[O:6])=[O:5] |f:0.1|. Reported procedure: Potassium hydroxide (1.42 g, 25.4 mmol) was added to a solution of methyl 6-(methylsulfonyl)-3-{[4-(4-morpholinyl)-1-piperidinyl]methyl}-2-[3-(trifluoromethyl)phenyl]-4-quinolinecarboxylate (3.0 g, 5.07 mmol) in methanol (60 mL) and water (20 mL), and the resulting mixture was heated to reflux for 5 h. The solvent was removed under reduced pressure, and the residue was adjusted to pH˜5-6 with 2N HCl and extracted with methylene chloride (three times). The combined organic extracts were washed wi... The reactants are OC(Cc1ccccc1C(F)(F)F)(c1ccccc1)C1CN(Cc2ccccc2)CCO1, CCO, O=C[O-], [NH4+]. The product is OC(Cc1ccccc1C(F)(F)F)(c1ccccc1)C1CNCCO1. Reaction SMILES: [CH2:1]([c:2]1[cH:3][cH:4][cH:5][cH:6][cH:7]1)[N:8]1[CH2:9][CH:10]([C:14]([CH2:15][c:16]2[c:17]([C:22]([F:23])([F:24])[F:25])[cH:18][cH:19][cH:20][cH:21]2)([OH:26])[c:27]2[cH:28][cH:29][cH:30][cH:31][cH:32]2)[O:11][CH2:12][CH2:13]1.[CH3:37][CH2:38][OH:39].[CH:33]([O-:34])=[O:35].[NH4+:36]>>[NH:8]1[CH2:9][CH:10]([C:14]([CH2:15][c:16]2[c:17]([C:22]([F:23])([F:24])[F:25])[cH:18][cH:19][cH:20][cH:21]2)([OH:26])[c:27]2[cH:28][cH:29][cH:30][cH:31][cH:32]2)[O:11][CH2:12][CH2:13]1. Starting materials: Clc1ccc(Br)cn1, O=Cc1ccc2c(c1)N(C1CCN(CCc3ccc(F)cc3)CC1)CC2. Product: OC(c1ccc(Cl)nc1)c1ccc2c(c1)N(C1CCN(CCc3ccc(F)cc3)CC1)CC2. Reaction SMILES: [Br:1][c:2]1[cH:3][cH:4][c:5]([Cl:8])[n:6][cH:7]1.[F:9][c:10]1[cH:11][cH:12][c:13]([CH2:14][CH2:15][N:16]2[CH2:17][CH2:18][CH:19]([N:22]3[CH2:23][CH2:24][c:25]4[cH:26][cH:27][c:28]([CH:31]=[O:32])[cH:29][c:30]43)[CH2:20][CH2:21]2)[cH:33][cH:34]1>>[c:2]1([CH:31]([c:28]2[cH:27][cH:26][c:25]3[c:30]([cH:29]2)[N:22]([CH:19]2[CH2:18][CH2:17][N:16]([CH2:15][CH2:14][c:13]4[cH:12][cH:11][c:10]([F:9])[cH:34][cH:33]4)[CH2:21][CH2:20]2)[CH2:23][CH2:24]3)[OH:32])[cH:3][cH:4][c:5]([Cl:8])[n:6][cH:7]1. Starting materials: C(=O)(O)[O-].[Na+] (NaHCO3), Pet. ether EtOAc, CC1(OCC(CO1)CCO)C (2-(2,2-Dimethyl-[1,3]dioxan-5-yl)-ethanol), C1(=CC=CC=C1)P(C1=CC=CC=C1)C1=CC=CC=C1 (triphenylphosphine), C(Br)(Br)(Br)Br (CBr4). Run in CN(C)C=O (DMF). Run at temperature 0 celsius. Yields the product BrCCC1COC(OC1)(C)C (5-(2-Bromoethyl)-2,2-dimethyl-[1,3]dioxane). As a reaction SMILES: [CH3:1][C:2]1([CH3:11])[O:7][CH2:6][CH:5]([CH2:8][CH2:9]O)[CH2:4][O:3]1.C1(P(C2C=CC=CC=2)C2C=CC=CC=2)C=CC=CC=1.C(Br)(Br)(Br)[Br:32].C([O-])(O)=O.[Na+]>CN(C=O)C>[Br:32][CH2:9][CH2:8][CH:5]1[CH2:6][O:7][C:2]([CH3:11])([CH3:1])[O:3][CH2:4]1 |f:3.4|. Reported procedure: To a solution of compound 32 (84 g, 0.528 mol) in dry DMF (500 mL) was added triphenylphosphine (207 g, 0.79 mol) with vigorous stirring until it becomes a clear solution. The mixture was cooled to 0° C. and added CBr4 (260 g, 0.79 mol) portion wise over a period of 30 min and allowed to stir at RT for 5 h. The reaction mixture was cooled to 0° C., added saturated NaHCO3 solution (200 mL) and extracted with hexane (4×200 mL). The combined organic layer was dried, concentrated under vacuum and th...